This data is from the Open Reaction Database (ORD), a public repository of structured organic reaction records. The task is: describe an organic reaction: reactants, conditions, products, and yield The reactants are ClC1=C(C=CC=C1)C#CC1=CC2=C(C3=C(OCC2)C=CN=C3)S1 (2-((2-chlorophenyl)ethynyl)-4,5-dihydropyrido[4,3-b]thieno[2,3-d]oxepine), [N-]=[N+]=[N-].[Na+] (sodium azide), O (Water). Solvent: CS(=O)C (dimethylsulfoxide). Reaction conditions: temperature 90 celsius. Product: S1C(=CC2=C1C1=C(OCC2)C=CN=C1)C1=NNN=C1C1=C(C=CC=C1)Cl (4-(4,5-dihydropyrido[4,3-b]thieno[2,3-d]oxepin-2-yl)-5-(2-chlorophenyl)-2H-1,2,3-triazole). Yield: 18.4%. RXN SMILES: [Cl:1][C:2]1[CH:7]=[CH:6][CH:5]=[CH:4][C:3]=1[C:8]#[C:9][C:10]1[S:23][C:13]2[C:14]3[CH:22]=[N:21][CH:20]=[CH:19][C:15]=3[O:16][CH2:17][CH2:18][C:12]=2[CH:11]=1.[N-:24]=[N+:25]=[N-:26].[Na+].O>CS(C)=O>[S:23]1[C:13]2[C:14]3[CH:22]=[N:21][CH:20]=[CH:19][C:15]=3[O:16][CH2:17][CH2:18][C:12]=2[CH:11]=[C:10]1[C:9]1[C:8]([C:3]2[CH:4]=[CH:5][CH:6]=[CH:7][C:2]=2[Cl:1])=[N:26][NH:25][N:24]=1 |f:1.2|. Reported procedure: A mixture of 68 mg (0.2 mmol) of 2-((2-chlorophenyl)ethynyl)-4,5-dihydropyrido[4,3-b]thieno[2,3-d]oxepine and 52 mg (0.8 mmol) of sodium azide in 4 ml of dimethylsulfoxide was heated at 90° C. for 36 hours. Water (20 ml) was added to the mixture and extracted 6 times with 10 ml of ethyl acetate. The combined organic extracts were washed with water, brine and dried over sodium sulfate. The solvent was removed in vacuum and the crude product was recrystallized from ethyl acetate to give 324 (14 mg... The reactants are [Si](C)(C)(C(C)(C)C)OCCC1(CC1)S(=O)(=O)NC=1C(=C(C2=C(C(=NO2)C)C1)F)NC1=C(C=C(C=C1)I)F (1-(2-(tert-butyldimethylsilyloxy)ethyl)-N-(7-fluoro-6-(2-fluoro-4-iodophenylamino)-3-methylbenzo[d]isoxazol-5-yl)cyclopropane-1-sulfonamide), Cl (HCl). The solvent is C1CCOC1 (THF). Conditions: time 1 hour. The product is OCCC1(CC1)S(=O)(=O)NC=1C(=C(C2=C(C(=NO2)C)C1)F)NC1=C(C=C(C=C1)I)F (1-(2-hydroxyethyl)-N-(7-fluoro-6-(2-fluoro-4-iodophenylamino)-3-methylbenzo[d]isoxazol-5-yl)cyclopropane-1-sulfonamide). Yield: 60.7%. As a reaction SMILES: [Si]([O:8][CH2:9][CH2:10][C:11]1([S:14]([NH:17][C:18]2[C:19]([NH:29][C:30]3[CH:35]=[CH:34][C:33]([I:36])=[CH:32][C:31]=3[F:37])=[C:20]([F:28])[C:21]3[O:25][N:24]=[C:23]([CH3:26])[C:22]=3[CH:27]=2)(=[O:16])=[O:15])[CH2:13][CH2:12]1)(C(C)(C)C)(C)C.Cl>C1COCC1>[OH:8][CH2:9][CH2:10][C:11]1([S:14]([NH:17][C:18]2[C:19]([NH:29][C:30]3[CH:35]=[CH:34][C:33]([I:36])=[CH:32][C:31]=3[F:37])=[C:20]([F:28])[C:21]3[O:25][N:24]=[C:23]([CH3:26])[C:22]=3[CH:27]=2)(=[O:16])=[O:15])[CH2:12][CH2:13]1. Procedure: To a solution of 1-(2-(tert-butyldimethylsilyloxy)ethyl)-N-(7-fluoro-6-(2-fluoro-4-iodophenylamino)-3-methylbenzo[d]isoxazol-5-yl)cyclopropane-1-sulfonamide (20 mg, 0.030 mmol) in THF (2 ml) was added HCl (0.10 ml, 1.2 N in H2O, 0.12 mmol). After stirring for 1 h, the reaction was quenched with saturated aqueous NaHCO3 solution (3 ml) and extracted with EtOAc (2×10 ml). The combined organic solution was dried over Na2SO4 and concentrated. Silica gel chromatography (EtOAc:Hexanes=75:25) yielded 1... The reactants are CC1(CC(CC(C1)(C)C)C1=C(C=CC=C1)N1CCN(CC1)CCC(C)=O)C (4-[4-[2-(3,3,5,5-tetramethylcyclohexyl)phenyl]piperazin-1-yl]butan-2-one), [BH4-].[Na+] (sodium borohydride), [Cl-].[NH4+] (ammonium chloride). The solvent is CO (methanol). Run at time 2 hour. Product: Cl.CC1(CC(CC(C1)(C)C)C1=C(C=CC=C1)N1CCN(CC1)CCC(C)O)C (4-[4-[2-(3,3,5,5-Tetramethylcyclohexyl)phenyl]piperazin-1-yl]butan-2-ol hydrochloride). As a reaction SMILES: [CH3:1][C:2]1([CH3:27])[CH2:7][C:6]([CH3:9])([CH3:8])[CH2:5][CH:4]([C:10]2[CH:15]=[CH:14][CH:13]=[CH:12][C:11]=2[N:16]2[CH2:21][CH2:20][N:19]([CH2:22][CH2:23][C:24](=[O:26])[CH3:25])[CH2:18][CH2:17]2)[CH2:3]1.[BH4-].[Na+].[Cl-:30].[NH4+]>CO>[ClH:30].[CH3:27][C:2]1([CH3:1])[CH2:7][C:6]([CH3:8])([CH3:9])[CH2:5][CH:4]([C:10]2[CH:15]=[CH:14][CH:13]=[CH:12][C:11]=2[N:16]2[CH2:21][CH2:20][N:19]([CH2:22][CH2:23][CH:24]([OH:26])[CH3:25])[CH2:18][CH2:17]2)[CH2:3]1 |f:1.2,3.4,6.7|. Procedure details: To a mixture of 4-[4-[2-(3,3,5,5-tetramethylcyclohexyl)phenyl]piperazin-1-yl]butan-2-one (138 mg, 0.372 mmol) produced in (Example 110) and methanol (1.5 mL) was gradually added sodium borohydride (14.1 mg, 0.372 mmol) at an external temperature of room temperature, followed by stirring for 2 hours under the same conditions. Aqueous solution of ammonium chloride was added to the reaction mixture, and stirring was continued for 20 minutes. After making the mixture basic with aqueous solution of p... Starting materials: C(CCCC)[C@@H]1CC[C@H](CC1)[C@@H]1CC[C@H](CC1)C1CC(O1)=O (4-(trans-4-(trans-4-pentylcyclohexyl)cyclohexyl)-2-oxetanone). Solvent: CCCCCCC (heptane). Reaction conditions: temperature 170 celsius. The product is C(=C)[C@@H]1CC[C@H](CC1)[C@@H]1CC[C@H](CC1)CCCCC (trans-1-ethenyl -4-(trans-4-pentylcyclohexyl)-cyclohexane). The yield is 95.0%. As a reaction SMILES: [CH2:1]([C@H:6]1[CH2:11][CH2:10][C@H:9]([C@H:12]2[CH2:17][CH2:16][C@H:15]([CH:18]3OC(=O)[CH2:19]3)[CH2:14][CH2:13]2)[CH2:8][CH2:7]1)[CH2:2][CH2:3][CH2:4][CH3:5]>CCCCCCC>[CH:18]([C@H:15]1[CH2:16][CH2:17][C@H:12]([C@H:9]2[CH2:10][CH2:11][C@H:6]([CH2:1][CH2:2][CH2:3][CH2:4][CH3:5])[CH2:7][CH2:8]2)[CH2:13][CH2:14]1)=[CH2:19]. Procedure details: 4-(trans-4-(trans-4-pentylcyclohexyl)cyclohexyl) -2-oxetanone obtained in Example 5 was placed in a reactor, the interior of which was then sufficiently replaced by nitrogen. The reactor was heated, and after heating to 170° C. for 3 hours, it was cooled to room temperature. The resulting solid was dissolved in heptane and purified with silica gel chromatography to provide trans-1-ethenyl -4-(trans-4-pentylcyclohexyl)-cyclohexane at a yield of 95%. As a reaction SMILES: [CH2:33]1[O:34][CH2:35][CH2:36][CH2:37]1.[OH:1][c:2]1[c:3]([CH:15]([NH:16][C:17]([CH2:18][O:19][c:20]2[cH:21][cH:22][cH:23][cH:24][cH:25]2)=[O:26])[c:27]2[cH:28][cH:29][cH:30][cH:31][cH:32]2)[cH:4][c:5]([N+:12]([O-:13])=[O:14])[c:6]2[cH:7][cH:8][cH:9][n:10][c:11]12>>[OH:1][c:2]1[c:3]([CH:15]([NH:16][C:17]([CH2:18][O:19][c:20]2[cH:21][cH:22][cH:23][cH:24][cH:25]2)=[O:26])[c:27]2[cH:28][cH:29][cH:30][cH:31][cH:32]2)[cH:4][c:5]([NH2:12])[c:6]2[cH:7][cH:8][cH:9][n:10][c:11]12. The reactants are C1CCOC1, O=C(COc1ccccc1)NC(c1ccccc1)c1cc([N+](=O)[O-])c2cccnc2c1O. The product is Nc1cc(C(NC(=O)COc2ccccc2)c2ccccc2)c(O)c2ncccc12.